From a dataset of the Open Reaction Database (ORD), a public repository of structured organic reaction records. describe an organic reaction: reactants, conditions, products, and yield Reaction SMILES: [CH:1]1[CH:2]=[C:3]2[C:8]3=[C:9]([C:11](O[C:14](=[O:15])[C:7]3=[CH:6][CH:5]=[CH:4]2)=[O:12])[CH:10]=1.[NH3:16]>>[CH:1]1[CH:2]=[C:3]2[C:8]3=[C:9]([C:11]([NH:16][C:14](=[O:15])[C:7]3=[CH:6][CH:5]=[CH:4]2)=[O:12])[CH:10]=1. Starting materials: C=1C=C2C=CC=C3C2=C(C1)C(=O)OC3=O (1,8-naphthalic anhydride), N (ammonia). Reported procedure: U.S. Pat. No. 3,812,130 describes reacting solid 1,8-naphthalic anhydride with gaseous ammonia to produce 1,8 naphthalimide. The product is isolated directly by evaporating off the water. Although this procedure minimizes waste water, it still requires a pressure vessel and has the disadvantage of not allowing for any water soluble impurities or unreacted starting material to be removed after the reaction. Thus, a potentially impure product is produced. Product: C=1C=C2C=CC=C3C2=C(C1)C(=O)NC3=O (1,8 naphthalimide). Reactants: O=C(Cl)c1ccccc1, COc1c(O)cc(C)c(O)c1OC, c1ccncc1. Product: COc1c(O)cc(C)c(OC(=O)c2ccccc2)c1OC. RXN SMILES: [C:14]([c:15]1[cH:16][cH:17][cH:18][cH:19][cH:20]1)(=[O:21])[Cl:22].[CH3:1][O:2][c:3]1[c:4]([OH:13])[cH:5][c:6]([CH3:12])[c:7]([OH:11])[c:8]1[O:9][CH3:10].[cH:23]1[cH:24][cH:25][n:26][cH:27][cH:28]1>>[CH3:1][O:2][c:3]1[c:4]([OH:13])[cH:5][c:6]([CH3:12])[c:7]([O:11][C:14]([c:15]2[cH:16][cH:17][cH:18][cH:19][cH:20]2)=[O:21])[c:8]1[O:9][CH3:10]. Starting materials: CC1=C(N(C2=NC(=O)NC(=O)C2=N1)C[C@@H]([C@@H]([C@@H](CO)O)O)O)C (6,7-dimethyl-8-ribitvllumazine), P(O)(=O)(OP(=O)(O)OP(=O)(O)O)OC[C@@H]1[C@H]([C@H]([C@@H](O1)N1C=NC=2C(=O)NC(N)=NC12)O)O (Guanosine triphosphate), 2,5-diamino-6-ribosylamino-4(3H)-pyrimidinone 5-phosphate, 2,5-diaminoribitylamino-2,4(1H,3H)-pyrimidine 5-phosphate, P(O)(=O)(OP(=O)(O)OP(=O)(O)O)OC[C@@H]1[C@H]([C@H]([C@@H](O1)N1C=NC=2C(=O)NC(N)=NC12)O)O (GTP), II, C([C@@H]([C@@H]([C@@H](CO)O)O)O)NC1=C(C(=O)NC(=O)N1)N (5-amino-6-ribitylamino-2,4(1H,3H)-pyrimidinedione). Yields the product CC=1C=C2C(=CC1C)N(C3=NC(=O)NC(=O)C3=N2)C[C@@H]([C@@H]([C@@H](CO)O)O)O (riboflavin). Reaction SMILES: P(O[CH2:14][C@H:15]1O[C@@H](N2C3N=C(N)NC(=O)C=3N=C2)[C@H:17](O)[C@@H:16]1O)(OP(OP(O)(O)=O)(O)=O)(=O)O.C(NC1NC(=O)NC(=O)C=1N)[C@H](O)[C@H](O)[C@H](O)CO.[CH3:52][C:53]1[N:64]=[C:63]2[C:56](=[N:57][C:58]([NH:60][C:61]2=[O:62])=[O:59])[N:55]([CH2:65][C@H:66]([OH:73])[C@H:67]([OH:72])[C@H:68]([OH:71])[CH2:69][OH:70])[C:54]=1[CH3:74]>>[CH3:14][C:15]1[CH:52]=[C:53]2[N:64]=[C:63]3[C:56](=[N:57][C:58]([NH:60][C:61]3=[O:62])=[O:59])[N:55]([CH2:65][C@H:66]([OH:73])[C@H:67]([OH:72])[C@H:68]([OH:71])[CH2:69][OH:70])[C:54]2=[CH:74][C:16]=1[CH3:17]. Procedure details: Guanosine triphosphate (GTP) is converted by GTP cyclohydrolase II (rib 1 gene product) into 2,5-diamino-6-ribosylamino-4(3H)-pyrimidinone 5-phosphate. This compound is subsequently reduced by the rib 7 gene product to 2,5-diaminoribitylamino-2,4(1H,3H)-pyrimidine 5-phosphate and then deaminated by the rib 2 gene product to 5-amino-6-ribitylamino-2,4(1H,3H)-pyrimidinedione. Subsequently, in a reaction catalyzed by the rib 4 gene product, the C4 compound DBP is added on to result in 6,7-dimethyl-... The reactants are BrC1=CC=CC=2N1N=C(N2)N (5-bromo-[1,2,4]triazolo[1,5-a]pyridin-2-ylamine), C1(CCCC1)N (cyclopentylamine). Run in O (water), CC(=O)N(C)C (dimethylacetamide). Reaction conditions: temperature 180 celsius. The product is C1(CCCC1)NC1=CC=CC=2N1N=C(N2)N (N*5*-Cyclopentyl-[1,2,4]triazolo[1,5-a]pyridine-2,5-diamine). As a reaction SMILES: Br[C:2]1[N:7]2[N:8]=[C:9]([NH2:11])[N:10]=[C:6]2[CH:5]=[CH:4][CH:3]=1.[CH:12]1([NH2:17])[CH2:16][CH2:15][CH2:14][CH2:13]1>CC(N(C)C)=O.O>[CH:12]1([NH:17][C:2]2[N:7]3[N:8]=[C:9]([NH2:11])[N:10]=[C:6]3[CH:5]=[CH:4][CH:3]=2)[CH2:16][CH2:15][CH2:14][CH2:13]1. Reported procedure: To a solution of 5-bromo-[1,2,4]triazolo[1,5-a]pyridin-2-ylamine (0.5 g, 2.35 mmol) in dimethylacetamide (2 mL), cyclopentylamine (2.3 mL, 23.5 mmol) was added and the solution was heated under microwave irradiation (180° C., 180 min). The resulting mixture was diluted with water and extracted into ethyl acetate. The organics were washed with water then brine, and dried over magnesium sulfate. The solid (0.5 g) was used without further purification. LCMS1: 2.84 min, 218 [M+1]. Starting materials: C(C)OC(=O)[C@H]1N(C[C@H](C1)N)C(=O)C1CCCCC1 ((2S,4S)-4-amino-1-cyclohexanecarbonyl-pyrrolidine-2-carboxylic acid ethyl ester), OC1=C(C=CC2=CC=CC=C12)C(=O)O (1-hydroxy-naphthalene-2-carboxylic acid). The product is C(C)OC(=O)[C@H]1N(C[C@H](C1)NC(=O)C1=C(C2=CC=CC=C2C=C1)O)C(=O)C1CCCCC1 ((2S,4S)-1-Cyclohexanecarbonyl-4-[(1-hydroxy-naphthalene-2-carbonyl)-amino]pyrrolidine-2-carboxylic acid ethyl ester). RXN SMILES: [CH2:1]([O:3][C:4]([C@@H:6]1[CH2:10][C@H:9]([NH2:11])[CH2:8][N:7]1[C:12]([CH:14]1[CH2:19][CH2:18][CH2:17][CH2:16][CH2:15]1)=[O:13])=[O:5])[CH3:2].[OH:20][C:21]1[C:30]2[C:25](=[CH:26][CH:27]=[CH:28][CH:29]=2)[CH:24]=[CH:23][C:22]=1[C:31](O)=[O:32]>>[CH2:1]([O:3][C:4]([C@@H:6]1[CH2:10][C@H:9]([NH:11][C:31]([C:22]2[CH:23]=[CH:24][C:25]3[C:30](=[CH:29][CH:28]=[CH:27][CH:26]=3)[C:21]=2[OH:20])=[O:32])[CH2:8][N:7]1[C:12]([CH:14]1[CH2:19][CH2:18][CH2:17][CH2:16][CH2:15]1)=[O:13])=[O:5])[CH3:2]. Reported procedure: (2S,4S)-1-Cyclohexanecarbonyl-4-[(1-hydroxy-naphthalene-2-carbonyl)-amino]pyrrolidine-2-carboxylic acid ethyl ester was prepared (2S,4S)-4-amino-1-cyclohexanecarbonyl-pyrrolidine-2-carboxylic acid ethyl ester and 1-hydroxy-naphthalene-2-carboxylic acid in an analogous manner to example 1. MS calcd. for C25H31N2O5 [(M+H)+] 439.0, obsd. 439.4. Reactants: CO, COc1ccc2c(c1)C(=O)CC2. Product: COc1ccc2c(c1)C(O)CC2. As a reaction SMILES: [CH3:13][OH:14].[CH3:1][O:2][c:3]1[cH:4][cH:5][c:6]2[c:10]([cH:11]1)[C:9](=[O:12])[CH2:8][CH2:7]2>>[CH3:1][O:2][c:3]1[cH:4][cH:5][c:6]2[c:10]([cH:11]1)[CH:9]([OH:12])[CH2:8][CH2:7]2. Starting materials: [BH4-], C1CCOC1, CCCN1CCN(c2ccc([N+](=O)[O-])c(OC)c2)CC1, CO, [Na+], Cl[Ni]Cl, O, O, O, O, O, O. Yields the product CCCN1CCN(c2ccc(N)c(OC)c2)CC1. RXN SMILES: [BH4-:21].[CH2:34]1[O:35][CH2:36][CH2:37][CH2:38]1.[CH3:1][O:2][c:3]1[cH:4][c:5]([N:12]2[CH2:13][CH2:14][N:15]([CH2:18][CH2:19][CH3:20])[CH2:16][CH2:17]2)[cH:6][cH:7][c:8]1[N+:9]([O-:10])=[O:11].[CH3:32][OH:33].[Na+:22].[Ni:29]([Cl:30])[Cl:31].[OH2:23].[OH2:24].[OH2:25].[OH2:26].[OH2:27].[OH2:28]>>[CH3:1][O:2][c:3]1[cH:4][c:5]([N:12]2[CH2:13][CH2:14][N:15]([CH2:18][CH2:19][CH3:20])[CH2:16][CH2:17]2)[cH:6][cH:7][c:8]1[NH2:9].